From a dataset of the Open Reaction Database (ORD), a public repository of structured organic reaction records. describe an organic reaction: reactants, conditions, products, and yield The reactants are C(C)(=O)OCC (ethyl acetate), O(C1=CC=CC=C1)CC(=O)N[C@@H]1[C@@H](NC1=O)C(=O)OC (Methyl cis-3-phenoxyacetamido-4-oxoazetidine-2-carboxylate), C(=O)([O-])[O-].[K+].[K+] (K2CO3). Run in CO.O (methanol water). Product: O(C1=CC=CC=C1)CC(=O)N[C@@H]1[C@@H](NC1=O)C(=O)O (cis-3-phenoxyacetamido-4-oxoazetidine-2-carboxylic acid). Reaction SMILES: [O:1]([CH2:8][C:9]([NH:11][C@H:12]1[C:15](=[O:16])[NH:14][C@H:13]1[C:17]([O:19]C)=[O:18])=[O:10])[C:2]1[CH:7]=[CH:6][CH:5]=[CH:4][CH:3]=1.C([O-])([O-])=O.[K+].[K+].C(OCC)(=O)C>CO.O>[O:1]([CH2:8][C:9]([NH:11][C@H:12]1[C:15](=[O:16])[NH:14][C@H:13]1[C:17]([OH:19])=[O:18])=[O:10])[C:2]1[CH:3]=[CH:4][CH:5]=[CH:6][CH:7]=1 |f:1.2.3,5.6|. Procedure: Methyl cis-3-phenoxyacetamido-4-oxoazetidine-2-carboxylate is treated with K2CO3 in methanol-water as above to give cis-3-phenoxyacetamido-4-oxoazetidine-2-carboxylic acid, mp 150°-51° from ethyl acetate. The solvent is O (water), C1CCOC1 (THF). Procedure details: To a stirred solution of 2,6-dimethyl-3-[3-(methyloxy)phenyl]thieno[2,3-b]pyridin-4-amine (100 mg, 0.352 mmol) (Description 4) in THF (2 mL) cooled in an ice bath was added LiHMDS (1M solution in THF) (0.774 mL, 0.774 mmol). The reaction mixture was stirred at RT for 45 min before the addition of 2-chlorobenzylsulfonyl chloride (198 mg, 0.879 mmol). The reaction mixture was stirred at RT for a further 16 h and was then cooled in an ice bath before the addition of LiHMDS (1M solution in THF) (0.3... Yields the product ClC1=C(C=CC=C1)CS(=O)(=O)NC1=C2C(=NC(=C1)C)SC(=C2C2=CC(=CC=C2)OC)C (1-(2-Chlorophenyl)-N-{2,6-dimethyl-3-[3-(methyloxy)phenyl]thieno[2,3-b]pyridin-4-yl}methanesulfonamide). The reactants are [Li+].C[Si](C)(C)[N-][Si](C)(C)C (LiHMDS), CC1=C(C2=C(N=C(C=C2N)C)S1)C1=CC(=CC=C1)OC (2,6-dimethyl-3-[3-(methyloxy)phenyl]thieno[2,3-b]pyridin-4-amine), [Li+].C[Si](C)(C)[N-][Si](C)(C)C (LiHMDS), ClC1=C(CS(=O)(=O)Cl)C=CC=C1 (2-chlorobenzylsulfonyl chloride), ClC1=C(CS(=O)(=O)Cl)C=CC=C1 (2-chlorobenzylsulfonyl chloride). Reaction conditions: time 16 hour. Reaction SMILES: [CH3:1][C:2]1[S:12][C:5]2[N:6]=[C:7]([CH3:11])[CH:8]=[C:9]([NH2:10])[C:4]=2[C:3]=1[C:13]1[CH:18]=[CH:17][CH:16]=[C:15]([O:19][CH3:20])[CH:14]=1.[Li+].C[Si]([N-][Si](C)(C)C)(C)C.[Cl:31][C:32]1[CH:42]=[CH:41][CH:40]=[CH:39][C:33]=1[CH2:34][S:35](Cl)(=[O:37])=[O:36]>C1COCC1.O>[Cl:31][C:32]1[CH:42]=[CH:41][CH:40]=[CH:39][C:33]=1[CH2:34][S:35]([NH:10][C:9]1[CH:8]=[C:7]([CH3:11])[N:6]=[C:5]2[S:12][C:2]([CH3:1])=[C:3]([C:13]3[CH:18]=[CH:17][CH:16]=[C:15]([O:19][CH3:20])[CH:14]=3)[C:4]=12)(=[O:37])=[O:36] |f:1.2|. The yield is 3.6%. Reactants: FC(S(=O)(=O)OC1=CC(=C2OC=3C=CC(=CC3C3(C2=C1)N=C(OCC3)N)C=3C(=NC=CC3)F)F)(F)F (2-amino-5′-fluoro-2′-(2-fluoropyridin-3-yl)-5,6-dihydrospiro[[1,3]oxazine-4,9′-xanthen]-7′-yl trifluoromethanesulfonate), CN(C)C=O (DMF), C[Si](C#CC1(COC1)C)(C)C (trimethyl((3-methyloxetan-3-yl)ethynyl)silane). Reagents/catalysts: C=1C=CC(=CC1)[P](C=2C=CC=CC2)(C=3C=CC=CC3)[Pd]([P](C=4C=CC=CC4)(C=5C=CC=CC5)C=6C=CC=CC6)([P](C=7C=CC=CC7)(C=8C=CC=CC8)C=9C=CC=CC9)[P](C=1C=CC=CC1)(C=1C=CC=CC1)C=1C=CC=CC1 (tetrakis(triphenylphosphine)palladium), [Cu]I (copper(I) iodide). Run in CCOC(=O)C (EtOAc). Conditions: temperature 90 celsius, time 18 hour. Product: FC1=CC(=CC=2C3(C4=CC(=CC=C4OC12)C=1C(=NC=CC1)F)N=C(OCC3)N)C#CC3(COC3)C (racemic 4′-fluoro-7′-(2-fluoropyridin-3-yl)-2′-((3-methyloxetan-3-yl)ethynyl)-5,6-dihydrospiro[[1,3]oxazine-4,9′-xanthen]-2-amine). Yield: 26.1%. As a reaction SMILES: FC(F)(F)S(O[C:7]1[CH:20]=[C:19]2[C:10]([O:11][C:12]3[CH:13]=[CH:14][C:15]([C:27]4[C:28]([F:33])=[N:29][CH:30]=[CH:31][CH:32]=4)=[CH:16][C:17]=3[C:18]32[CH2:25][CH2:24][O:23][C:22]([NH2:26])=[N:21]3)=[C:9]([F:34])[CH:8]=1)(=O)=O.CN(C=O)C.C[Si](C)(C)[C:44]#[C:45][C:46]1([CH3:50])[CH2:49][O:48][CH2:47]1>CCOC(C)=O.C1C=CC([P]([Pd]([P](C2C=CC=CC=2)(C2C=CC=CC=2)C2C=CC=CC=2)([P](C2C=CC=CC=2)(C2C=CC=CC=2)C2C=CC=CC=2)[P](C2C=CC=CC=2)(C2C=CC=CC=2)C2C=CC=CC=2)(C2C=CC=CC=2)C2C=CC=CC=2)=CC=1.[Cu]I>[F:34][C:9]1[C:10]2[O:11][C:12]3[C:17](=[CH:16][C:15]([C:27]4[C:28]([F:33])=[N:29][CH:30]=[CH:31][CH:32]=4)=[CH:14][CH:13]=3)[C:18]3([CH2:25][CH2:24][O:23][C:22]([NH2:26])=[N:21]3)[C:19]=2[CH:20]=[C:7]([C:44]#[C:45][C:46]2([CH3:50])[CH2:49][O:48][CH2:47]2)[CH:8]=1 |^1:62,64,83,102|. Procedure details: A 50 ml RB flask was charged with 7′-bromo-4′-fluoro-2′-methoxy-5,6-dihydrospiro[[1,3]oxazine-4,9′-xanthen]-2-amine (806 mg, 2.050 mmol), 2-fluoropyridin-3-ylboronic acid (433 mg, 3.07 mmol), PdCl2(Cy2PC6H4NMe2)2 (72.6 mg, 0.102 mmol), then dioxane (10 ml) and potassium carbonate (1M solution in water; 6.15 ml, 6.15 mmol). The mixture was stirred at 85° C. for 1 hr. The reaction mixture was cooled to RT, diluted with EtOAc and organic layer was separated and concentrated in vacuo. The residue wa... Reactants: NC1=CC=C(C=C1)CCC=1N=C(SC1)NC(C)=O (N-(4-(2-(4-Aminophenyl)ethyl)-1,3-thiazol-2-yl)acetamide), I.C(C)(=N)SC (methyl ethanimidothioate hydriodide). Solvent: CO (methanol). The product is C(C)(=N)NC1=CC=C(C=C1)CCC=1N=C(SC1)NC(C)=O (N-(4-{2-[4-(ethanimidoylamino)phenyl]ethyl}-1,3-thiazol-2-yl)acetamide). Yield: 142.6%. Reaction SMILES: [NH2:1][C:2]1[CH:7]=[CH:6][C:5]([CH2:8][CH2:9][C:10]2[N:11]=[C:12]([NH:15][C:16](=[O:18])[CH3:17])[S:13][CH:14]=2)=[CH:4][CH:3]=1.I.[C:20](SC)(=[NH:22])[CH3:21]>CO>[C:20]([NH:1][C:2]1[CH:7]=[CH:6][C:5]([CH2:8][CH2:9][C:10]2[N:11]=[C:12]([NH:15][C:16](=[O:18])[CH3:17])[S:13][CH:14]=2)=[CH:4][CH:3]=1)(=[NH:22])[CH3:21] |f:1.2|. Procedure details: N-(4-(2-(4-Aminophenyl)ethyl)-1,3-thiazol-2-yl)acetamide (100 mg) prepared in a similar manner according to Step 6 of Production Example 1, methyl ethanimidothioate hydriodide (166 mg) and methanol (3 ml) were combined, and refluxed for 1.5 hours. After cooled to room temperature, the mixture was concentrated in vacuo. The residue was purified by flash column chromatography over NH silica gel with chloroform/methanol (20:1→10:1) as an eluent to give N-(4-{2-[4-(ethanimidoylamino)phenyl]ethyl}-1,...